This data is from the Open Reaction Database (ORD), a public repository of structured organic reaction records. The task is: describe an organic reaction: reactants, conditions, products, and yield The reactants are COC1=CC=C(C=C1)C(C1=CC=CC=C1)(C1=CC=C(C=C1)OC)NC=1OC(C([C@@](N1)(C)C1=C(C=CC(=C1)Br)F)(F)F)(C)C ([bis-(4-methoxy-phenyl)-phenyl-methyl]-[(R)-4-(5-bromo-2-fluoro-phenyl)-5,5-difluoro-4,6,6-trimethyl-5,6-dihydro-4H-[1,3]oxazin-2-yl]-amine), ClC1=C(N)C=CC=C1 (2-chloroaniline). The product is COC1=CC=C(C=C1)C(C1=CC=CC=C1)(C1=CC=C(C=C1)OC)NC=1OC(C([C@@](N1)(C)C1=C(C=CC(=C1)NC1=C(C=CC=C1)Cl)F)(F)F)(C)C ([Bis-(4-methoxy-phenyl)-phenyl-methyl]-{(R)-4-[5-(2-chloro-phenylamino)-2-fluoro phenyl]-5,5-difluoro-4,6,6-trimethyl-5,6-dihydro-4H-[1,3]oxazin-2-yl}-amine). Isolated yield 61.0%. As a reaction SMILES: [CH3:1][O:2][C:3]1[CH:8]=[CH:7][C:6]([C:9]([NH:24][C:25]2[O:26][C:27]([CH3:43])([CH3:42])[C:28]([F:41])([F:40])[C@:29]([C:32]3[CH:37]=[C:36](Br)[CH:35]=[CH:34][C:33]=3[F:39])([CH3:31])[N:30]=2)([C:16]2[CH:21]=[CH:20][C:19]([O:22][CH3:23])=[CH:18][CH:17]=2)[C:10]2[CH:15]=[CH:14][CH:13]=[CH:12][CH:11]=2)=[CH:5][CH:4]=1.[Cl:44][C:45]1[CH:51]=[CH:50][CH:49]=[CH:48][C:46]=1[NH2:47]>>[CH3:1][O:2][C:3]1[CH:8]=[CH:7][C:6]([C:9]([NH:24][C:25]2[O:26][C:27]([CH3:43])([CH3:42])[C:28]([F:41])([F:40])[C@:29]([C:32]3[CH:37]=[C:36]([NH:47][C:46]4[CH:48]=[CH:49][CH:50]=[CH:51][C:45]=4[Cl:44])[CH:35]=[CH:34][C:33]=3[F:39])([CH3:31])[N:30]=2)([C:16]2[CH:21]=[CH:20][C:19]([O:22][CH3:23])=[CH:18][CH:17]=2)[C:10]2[CH:15]=[CH:14][CH:13]=[CH:12][CH:11]=2)=[CH:5][CH:4]=1. Procedure: In a manner analogous to that described in Example 3 a), the amination of [bis-(4-methoxy-phenyl)-phenyl-methyl]-[(R)-4-(5-bromo-2-fluoro-phenyl)-5,5-difluoro-4,6,6-trimethyl-5,6-dihydro-4H-[1,3]oxazin-2-yl]-amine (intermediate C4.1) with 2-chloroaniline yielded the title compound (61% yield) as an off-white foam. MS (ISP): m/z=700.4 [M+H]+. Starting materials: CCCCCC.C(C)(=O)OCC (n-hexane ethyl acetate), [Cl-].[Al+3].[Cl-].[Cl-] (Aluminium chloride), COC=1C=C2C(=CC=NC2=CC1OC)OC1=C(C=C(C=C1)[N+](=O)[O-])F (4-[(6,7-Dimethoxy-4-quinolyl)oxy]-3-fluoro-nitrobenzene). Solvent: C(Cl)(Cl)Cl (chloroform). Conditions: time 5 hour. Product: C(C1=CC=CC=C1)OC=1C=C2C(=CC=NC2=CC1OC)OC1=C(C=C(C=C1)[N+](=O)[O-])F (4-[(6-benzyloxy-7-methoxy-4-quinolyl)oxy]-3-fluoro-nitrobenzene). Yield: 27.0%. RXN SMILES: [CH3:1][O:2][C:3]1[CH:4]=[C:5]2[C:10](=[CH:11][C:12]=1[O:13][CH3:14])[N:9]=[CH:8][CH:7]=[C:6]2[O:15][C:16]1[CH:21]=[CH:20][C:19]([N+:22]([O-:24])=[O:23])=[CH:18][C:17]=1[F:25].[Cl-].[Al+3].[Cl-].[Cl-].[CH3:30][CH2:31][CH2:32][CH2:33][CH2:34][CH3:35].C(OCC)(=O)C>C(Cl)(Cl)Cl>[CH2:1]([O:2][C:3]1[CH:4]=[C:5]2[C:10](=[CH:11][C:12]=1[O:13][CH3:14])[N:9]=[CH:8][CH:7]=[C:6]2[O:15][C:16]1[CH:21]=[CH:20][C:19]([N+:22]([O-:24])=[O:23])=[CH:18][C:17]=1[F:25])[C:32]1[CH:31]=[CH:30][CH:35]=[CH:34][CH:33]=1 |f:1.2.3.4,5.6|. Reported procedure: 4-[(6,7-Dimethoxy-4-quinolyl)oxy]-3-fluoro-nitrobenzene (4.3 g) was dissolved in chloroform (200 ml) to prepare a solution. Aluminium chloride (10 g) was added to the solution, and the mixture was heated under reflux for 2 hr. The solvent was removed by evaporation before water (200 ml) was carefully added to the residue. The precipitated crude crystal (6.5 g) was collected by filtration. This crude crystal was dissolved in dimethylformamide (150 ml). Potassium carbonate (9.0 g) and benzyl chlor... The reactants are [Br-], O=C([O-])[O-], O=[N+]([O-])c1cc2c(cc1C=Cc1n[nH]c3ccccc13)OCO2, [K+], [K+], c1ccc([P+](Cc2n[nH]c3ccccc23)(c2ccccc2)c2ccccc2)cc1. Product: Nc1cc2c(cc1C=Cc1n[nH]c3ccccc13)OCO2. RXN SMILES: [Br-:1].[C:31](=[O:32])([O-:33])[O-:34].[CH2:37]1[O:38][c:39]2[cH:40][c:41]([N+:57]([O-:58])=[O:59])[c:42]([CH:46]=[CH:47][c:48]3[n:49][nH:50][c:51]4[cH:52][cH:53][cH:54][cH:55][c:56]34)[cH:43][c:44]2[O:45]1.[K+:35].[K+:36].[nH:2]1[c:3]2[c:4]([cH:5][cH:6][cH:7][cH:8]2)[c:9]([CH2:10][P+:11]([c:12]2[cH:13][cH:14][cH:15][cH:16][cH:17]2)([c:18]2[cH:19][cH:20][cH:21][cH:22][cH:23]2)[c:24]2[cH:25][cH:26][cH:27][cH:28][cH:29]2)[n:30]1>>[CH2:37]1[O:38][c:39]2[cH:40][c:41]([NH2:57])[c:42]([CH:46]=[CH:47][c:48]3[n:49][nH:50][c:51]4[cH:52][cH:53][cH:54][cH:55][c:56]34)[cH:43][c:44]2[O:45]1. The reactants are COC(CC=1C(N(C2=CC(=CC=C2C1)O)CC)=O)=O ((1-ethyl-7-hydroxy-2-oxo-1,2-dihydro-quinolin-3-yl)-acetic acid methyl ester), COC(C)=O (acetic acid methyl ester), C(C)(C)(C)OC(NCCCBr)=O ((3-bromo-propyl)carbamic acid tert-butyl ester). Product: COC(CC=1C(N(C2=CC(=CC=C2C1)OCCCNC(=O)OC(C)(C)C)CC)=O)=O ([7-(3-tert-Butoxycarbonylaminopropoxy)-1-ethyl-2-oxo-1,2-dihydro-quinolin-3-yl]acetic acid methyl ester). RXN SMILES: [CH3:1][O:2][C:3](=[O:19])[CH2:4][C:5]1[C:6](=[O:18])[N:7]([CH2:16][CH3:17])[C:8]2[C:13]([CH:14]=1)=[CH:12][CH:11]=[C:10]([OH:15])[CH:9]=2.COC(=O)C.[C:25]([O:29][C:30](=[O:36])[NH:31][CH2:32][CH2:33][CH2:34]Br)([CH3:28])([CH3:27])[CH3:26]>>[CH3:1][O:2][C:3](=[O:19])[CH2:4][C:5]1[C:6](=[O:18])[N:7]([CH2:16][CH3:17])[C:8]2[C:13]([CH:14]=1)=[CH:12][CH:11]=[C:10]([O:15][CH2:34][CH2:33][CH2:32][NH:31][C:30]([O:29][C:25]([CH3:26])([CH3:28])[CH3:27])=[O:36])[CH:9]=2. Procedure details: The title compound is prepared using the procedure of Example 75 and (1-ethyl-7-hydroxy-2-oxo-1,2-dihydro-quinolin-3-yl)-acetic acid methyl ester in place of 7-hydroxy-2-oxo-1,2,3,4-tetrahydro-quinolin-3-yl)acetic acid methyl ester and (3-bromo-propyl)carbamic acid tert-butyl ester in place of (2-bromoethyl)carbamic acid tert-butyl ester.